Dataset: the Open Reaction Database (ORD), a public repository of structured organic reaction records. Task: describe an organic reaction: reactants, conditions, products, and yield The reactants are OC=1C=C(C=C(C1[N+](=O)[O-])C)CC(=O)OC(C)(C)C (t-butyl 3-hydroxy-5-methyl-4-nitrophenylacetate). The reagents and catalysts are [Pd] (palladium on charcoal). Run in C(C)O (ethanol). Product: NC1=C(C=C(C=C1C)CC(=O)OC(C)(C)C)O (t-Butyl 4-amino-3-hydroxy-5-methyl-phenylacetate). Isolated yield 91.1%. Reaction SMILES: [OH:1][C:2]1[CH:3]=[C:4]([CH2:12][C:13]([O:15][C:16]([CH3:19])([CH3:18])[CH3:17])=[O:14])[CH:5]=[C:6]([CH3:11])[C:7]=1[N+:8]([O-])=O>C(O)C.[Pd]>[NH2:8][C:7]1[C:6]([CH3:11])=[CH:5][C:4]([CH2:12][C:13]([O:15][C:16]([CH3:18])([CH3:17])[CH3:19])=[O:14])=[CH:3][C:2]=1[OH:1]. Procedure details: A solution of t-butyl 3-hydroxy-5-methyl-4-nitrophenylacetate (0.47 g, Reference Example 11) in ethanol (25 mL) was treated with palladium on charcoal (approximately 0.08 g, 10%) and stirred under a hydrogen atmosphere. After 4 hours the mixture was filtered through a pad of celite and the filtrate was evaporated to give the title compound (0.38 g) as a green oil. Starting materials: C(C1=CC=CC=C1)OC1=CC(=C(C(=O)O)C=C1)C (4-benzyloxy-2-methylbenzoic acid), S(=O)(Cl)Cl (thionyl chloride), CO (methanol). The product is C(C1=CC=CC=C1)OC1=CC(=C(C(=O)OC)C=C1)C (methyl 4-benzyloxy-2-methylbenzoate). RXN SMILES: [CH2:1]([O:8][C:9]1[CH:17]=[CH:16][C:12]([C:13]([OH:15])=[O:14])=[C:11]([CH3:18])[CH:10]=1)[C:2]1[CH:7]=[CH:6][CH:5]=[CH:4][CH:3]=1.S(Cl)(Cl)=O.[CH3:23]O>>[CH2:1]([O:8][C:9]1[CH:17]=[CH:16][C:12]([C:13]([O:15][CH3:23])=[O:14])=[C:11]([CH3:18])[CH:10]=1)[C:2]1[CH:3]=[CH:4][CH:5]=[CH:6][CH:7]=1. Procedure: Using 1.40 g (5.78 mmol) of 4-benzyloxy-2-methylbenzoic acid, 1.37 g (11.6 mmol) of thionyl chloride and 50 ml of methanol, the reaction was carried out in a manner similar to Reference Example 6 to obtain 0.77 g of methyl 4-benzyloxy-2-methylbenzoate. Reactants: N1CC(C1)O (azetidin-3-ol), C1(=CC=CC=C1)P(C1=CC=CC=2C(C3=CC=CC(=C3OC12)P(C1=CC=CC=C1)C1=CC=CC=C1)(C)C)C1=CC=CC=C1 (4,5-bis(diphenylphosphino)-9,9-dimethylxanthene), C(C)(C)N(CC)C(C)C (diisopropylethyl amine), FC=1C=C(C=CC1)S (3-fluoro-thiophenol). Reagents/catalysts: C=1C=CC(=CC1)/C=C/C(=O)/C=C/C2=CC=CC=C2.C=1C=CC(=CC1)/C=C/C(=O)/C=C/C2=CC=CC=C2.C=1C=CC(=CC1)/C=C/C(=O)/C=C/C2=CC=CC=C2.[Pd].[Pd] (tris(dibenzylideneacetone)-dipalladium(0)). Solvent: O1CCOCC1 (dioxane), CCOC(=O)C (EtOAc). Reaction conditions: time 45 minute. Product: [NH4+].[OH-] (NH4OH), FC=1C=C(C=CC1)SC=1C=C2CCC[C@H](C2=CC1)CN1CC(C1)O (1-[(R)-6-(3-fluoro-phenylsulfanyl)-1,2,3,4-tetrahydro-naphthalen-1-ylmethyl]-azetidin-3-ol). Yield: 465.9%. RXN SMILES: [NH:1]1[CH2:4][CH:3]([OH:5])[CH2:2]1.C1(P(C2C=CC=CC=2)[C:13]2[C:26]3O[C:24]4[C:19](=[CH:20][CH:21]=[CH:22][C:23]=4P(C4C=CC=CC=4)C4C=CC=CC=4)[C:18]([CH3:41])(C)[C:17]=3C=CC=2)C=CC=CC=1.C(N(C(C)C)CC)(C)C.[F:57][C:58]1[CH:59]=[C:60]([SH:64])[CH:61]=[CH:62][CH:63]=1>O1CCOCC1.CCOC(C)=O.C1C=CC(/C=C/C(/C=C/C2C=CC=CC=2)=O)=CC=1.C1C=CC(/C=C/C(/C=C/C2C=CC=CC=2)=O)=CC=1.C1C=CC(/C=C/C(/C=C/C2C=CC=CC=2)=O)=CC=1.[Pd].[Pd]>[NH4+:1].[OH-:5].[F:57][C:58]1[CH:59]=[C:60]([S:64][C:22]2[CH:23]=[C:24]3[C:19](=[CH:20][CH:21]=2)[C@H:18]([CH2:41][N:1]2[CH2:4][CH:3]([OH:5])[CH2:2]2)[CH2:17][CH2:26][CH2:13]3)[CH:61]=[CH:62][CH:63]=1 |f:6.7.8.9.10,11.12|. Reported procedure: In 5 mL dioxane under argon was mixed 1-(R)-6-Iodo-1,2,3,4-tetrahydro-naphthalen-1-ylmethyl)-azetidin-3-ol (0.172 g, 0.5 mmol), tris(dibenzylideneacetone)-dipalladium(0) (0.023 g, 0.025 mmoles), 4,5-bis(diphenylphosphino)-9,9-dimethylxanthene (0.029 g, 0.05 mmol), diisopropylethyl amine (1 mmol) and 3-fluoro-thiophenol (0.13 g, 1.0 mmoles). The reaction mixture was stirred at 60° for 45 minutes, then was cooled and diluted with EtOAc. The organic layer was washed 1.5 M aqueous sodium carbonate, ... Reactants: [N+](=O)([O-])C1=C2C=CN=CC2=CC=C1 (5-nitro-isoquinoline), ClC1=C(C(=C(C(=C1O)Cl)Cl)Cl)Cl (pentachlorophenol), CC1=NC=CC2=CC=CC=C12 (1-methyl-isoquinoline), Br (hydrogen bromide). Product: ClC1=C(C(=C(C(=C1[O-])Cl)Cl)Cl)Cl.CC1=[NH+]C=CC2=CC=CC=C12 (1-methyl-isoquinolinium pentachlorophenoxide). Reaction SMILES: [N+](C1C=CC=C2C=1C=CN=C2)([O-])=O.[CH3:14][C:15]1[C:24]2[C:19](=[CH:20][CH:21]=[CH:22][CH:23]=2)[CH:18]=[CH:17][N:16]=1.Br.[Cl:26][C:27]1[C:32]([OH:33])=[C:31]([Cl:34])[C:30]([Cl:35])=[C:29]([Cl:36])[C:28]=1[Cl:37]>>[Cl:26][C:27]1[C:32]([O-:33])=[C:31]([Cl:34])[C:30]([Cl:35])=[C:29]([Cl:36])[C:28]=1[Cl:37].[CH3:14][C:15]1[C:24]2[C:19](=[CH:20][CH:21]=[CH:22][CH:23]=2)[CH:18]=[CH:17][NH+:16]=1 |f:4.5|. Procedure: was prepared by the procedure of Example 29 hereinabove, except that the 5-nitro-isoquinoline of that example was replaced by 1-methyl-isoquinoline and the hydrogen bromide was replaced by an ethanolic solution of pentachlorophenol, to yield 1-methyl-isoquinolinium pentachlorophenoxide melting over the range 148° - 150°C. Reactants: CC(C)(C)OC(=O)CC1CC(C(=O)O)C1, CN1CCCCC1, CNOC, CC(C)COC(=O)Cl, ClCCl, Cl. Product: CON(C)C(=O)C1CC(CC(=O)OC(C)(C)C)C1. As a reaction SMILES: [C:1]([CH3:2])([CH3:3])([CH3:4])[O:5][C:6](=[O:7])[CH2:8][CH:9]1[CH2:10][CH:11]([C:13](=[O:14])[OH:15])[CH2:12]1.[CH3:16][N:17]1[CH2:18][CH2:19][CH2:20][CH2:21][CH2:22]1.[CH3:32][NH:33][O:34][CH3:35].[Cl:23][C:24]([O:25][CH2:26][CH:27]([CH3:28])[CH3:29])=[O:30].[Cl:36][CH2:37][Cl:38].[ClH:31]>>[C:1]([CH3:2])([CH3:3])([CH3:4])[O:5][C:6](=[O:7])[CH2:8][CH:9]1[CH2:10][CH:11]([C:13](=[O:15])[N:33]([CH3:32])[O:34][CH3:35])[CH2:12]1. The reactants are O=C1N(CCN(C1)S(=O)(=O)C=1SC=CC1)C(=O)OC(C)(C)C (tert-butyl 2-oxo-4-(2-thiophenylsulfonyl)-1-piperazinecarboxylate), C(#CC)[Mg]Br (1-propynylmagnesium bromide), C(#CC)[Mg]Br (1-propynylmagnesium bromide). Solvent: C1CCOC1 (THF). Reaction conditions: time 1.5 hour. The product is O=C(CN(CCNC(OC(C)(C)C)=O)S(=O)(=O)C=1SC=CC1)C#CC (tert-butyl (2-((2-oxo-3-pentyn-1-yl)(2-thiophenylsulfonyl)amino)ethyl)carbamate). Isolated yield 80.8%. Reaction SMILES: [O:1]=[C:2]1[CH2:7][N:6]([S:8]([C:11]2[S:12][CH:13]=[CH:14][CH:15]=2)(=[O:10])=[O:9])[CH2:5][CH2:4][N:3]1[C:16]([O:18][C:19]([CH3:22])([CH3:21])[CH3:20])=[O:17].[C:23]([Mg]Br)#[C:24][CH3:25]>C1COCC1>[O:1]=[C:2]([C:23]#[C:24][CH3:25])[CH2:7][N:6]([S:8]([C:11]1[S:12][CH:13]=[CH:14][CH:15]=1)(=[O:10])=[O:9])[CH2:5][CH2:4][NH:3][C:16](=[O:17])[O:18][C:19]([CH3:22])([CH3:21])[CH3:20]. Procedure: A solution of tert-butyl 2-oxo-4-(2-thiophenylsulfonyl)-1-piperazinecarboxylate (600 mg, 1.73 mmol) in THF (8 mL) at 0° C. was added to a solution of 1-propynylmagnesium bromide (0.5 M in THF, 5.0 mL, 2.50 mmol, Sigma-Aldrich, St. Louis, Mo.). After 1.5 h at 0° C., additional 1-propynylmagnesium bromide (3.0 mL, 1.50 mmol) was added. After an additional 50 min, the mixture was quenched with ice (20 g) and saturated aqueous NH4Cl (15 mL). EtOAc (20 mL) was added and the aqueous layer was further ... Starting materials: CC=1C=C(SC1)B(O)O (4-methyl-2-thiopheneboronic acid), BrC1=CC2=NC=CC(=C2S1)NC=1C=C2C=C(NC2=CC1)C ((2-bromothieno[3,2-b]pyridin-7-yl)-(2-methyl-1H-indol-5-yl)-amine). The product is CC=1NC2=CC=C(C=C2C1)NC1=C2C(=NC=C1)C=C(S2)C=2SC=C(C2)C ((2-Methyl-1H-indol-5yl)-[2-(4-Methyl-thiophen-2-yl)-thieno[3,2-b]pyridin-7-yl-]-amine). RXN SMILES: [CH3:1][C:2]1[CH:3]=[C:4](B(O)O)[S:5][CH:6]=1.Br[C:11]1[S:19][C:18]2[C:13](=[N:14][CH:15]=[CH:16][C:17]=2[NH:20][C:21]2[CH:22]=[C:23]3[C:27](=[CH:28][CH:29]=2)[NH:26][C:25]([CH3:30])=[CH:24]3)[CH:12]=1>>[CH3:30][C:25]1[NH:26][C:27]2[C:23]([CH:24]=1)=[CH:22][C:21]([NH:20][C:17]1[CH:16]=[CH:15][N:14]=[C:13]3[CH:12]=[C:11]([C:4]4[S:5][CH:6]=[C:2]([CH3:1])[CH:3]=4)[S:19][C:18]=13)=[CH:29][CH:28]=2. Procedure details: The title compound was prepared from 4-methyl-2-thiopheneboronic acid and (2-bromothieno[3,2-b]pyridin-7-yl)-(2-methyl-1H-indol-5-yl)-amine by the procedure analogous to example 2 above. 1H NMR (400 MHz, CD3OD) δ8.00 (d, 1H), 7.25 (m, 3H), 7.10 (s, 1H), 6.95 (s, 1H), 6.94 (dd, 1H), 6.52 (d, 1H), 6.08 (s, 1H), 2.39 (s, 3H), 2.18 (s, 3H); RP18-HPLC RT: 6.41 minutes; API MS: 376 (M+1). The reactants are OC(c1ccc(OCc2ccc(Cl)cc2)c(F)c1)c1c[nH]c2ncccc12, C1CCOC1. Product: O=C(c1ccc(OCc2ccc(Cl)cc2)c(F)c1)c1c[nH]c2ncccc12. Reaction SMILES: [Cl:1][c:2]1[cH:3][cH:4][c:5]([CH2:6][O:7][c:8]2[c:9]([F:25])[cH:10][c:11]([CH:14]([OH:15])[c:16]3[cH:17][nH:18][c:19]4[n:20][cH:21][cH:22][cH:23][c:24]34)[cH:12][cH:13]2)[cH:26][cH:27]1.[O:28]1[CH2:29][CH2:30][CH2:31][CH2:32]1>>[Cl:1][c:2]1[cH:3][cH:4][c:5]([CH2:6][O:7][c:8]2[c:9]([F:25])[cH:10][c:11]([C:14](=[O:15])[c:16]3[cH:17][nH:18][c:19]4[n:20][cH:21][cH:22][cH:23][c:24]34)[cH:12][cH:13]2)[cH:26][cH:27]1.